The task is: describe an organic reaction: reactants, conditions, products, and yield. This data is from the Open Reaction Database (ORD), a public repository of structured organic reaction records. Yields the product CCCc1nn(CC)c(C=O)c1Cc1ccc(-c2ccccc2NS(=O)(=O)C(F)(F)F)cc1. RXN SMILES: [CH2:1]([CH3:2])[n:3]1[n:4][c:5]([CH2:31][CH2:32][CH3:33])[c:6]([CH2:10][c:11]2[cH:12][cH:13][c:14](-[c:17]3[c:18]([NH:23][S:24](=[O:25])(=[O:26])[C:27]([F:28])([F:29])[F:30])[cH:19][cH:20][cH:21][cH:22]3)[cH:15][cH:16]2)[c:7]1[CH2:8][OH:9].[CH3:34][N+:35]1([O-:41])[CH2:36][CH2:37][O:38][CH2:39][CH2:40]1.[CH3:42][C:43]#[N:44].[CH3:48][CH2:49][CH2:50][N+:51]([CH2:52][CH2:53][CH3:54])([CH2:55][CH2:56][CH3:57])[CH2:58][CH2:59][CH3:60].[Cl:45][CH2:46][Cl:47].[O:61]=[Ru:62](=[O:63])([O-:64])=[O:65]>>[CH2:1]([CH3:2])[n:3]1[n:4][c:5]([CH2:31][CH2:32][CH3:33])[c:6]([CH2:10][c:11]2[cH:12][cH:13][c:14](-[c:17]3[c:18]([NH:23][S:24](=[O:25])(=[O:26])[C:27]([F:28])([F:29])[F:30])[cH:19][cH:20][cH:21][cH:22]3)[cH:15][cH:16]2)[c:7]1[CH:8]=[O:9]. Reactants: CCCc1nn(CC)c(CO)c1Cc1ccc(-c2ccccc2NS(=O)(=O)C(F)(F)F)cc1, C[N+]1([O-])CCOCC1, CC#N, CCC[N+](CCC)(CCC)CCC, ClCCl, O=[Ru](=O)(=O)[O-]. Reactants: C(#N)C1=C(C=CC=C1)C1=CC=C(C=C1)CN1C(N(C(C=C1SCCC)=O)CCC)=O (1-(2'-cyanobiphenyl-4-yl)methyl-3-propyl-6-propylthiopyrimidine-2,4(1H,3H)-dione), [N-]=[N+]=[N-].[Na+] (sodium azide), [Cl-].[NH4+] (ammonium chloride). Run in CN(C=O)C (dimethylformamide), C(Cl)Cl (methylene chloride). Run at temperature 115 celsius. The product is C(CC)N1C(N(C(=CC1=O)SCCC)CC1=CC=C(C=C1)C1=C(C=CC=C1)C1=NN=NN1)=O (3-Propyl-6-propylthio-1-[[2'-(1H-tetrazol-5-yl)biphenyl-4-yl]methyl]pyrimidine-2,4(1H,3H)-dione). Yield: 48.3%. As a reaction SMILES: [C:1]([C:3]1[CH:8]=[CH:7][CH:6]=[CH:5][C:4]=1[C:9]1[CH:14]=[CH:13][C:12]([CH2:15][N:16]2[C:21]([S:22][CH2:23][CH2:24][CH3:25])=[CH:20][C:19](=[O:26])[N:18]([CH2:27][CH2:28][CH3:29])[C:17]2=[O:30])=[CH:11][CH:10]=1)#[N:2].[N-:31]=[N+:32]=[N-:33].[Na+].[Cl-].[NH4+]>CN(C)C=O.C(Cl)Cl>[CH2:27]([N:18]1[C:19](=[O:26])[CH:20]=[C:21]([S:22][CH2:23][CH2:24][CH3:25])[N:16]([CH2:15][C:12]2[CH:11]=[CH:10][C:9]([C:4]3[CH:5]=[CH:6][CH:7]=[CH:8][C:3]=3[C:1]3[NH:33][N:32]=[N:31][N:2]=3)=[CH:14][CH:13]=2)[C:17]1=[O:30])[CH2:28][CH3:29] |f:1.2,3.4|. Procedure details: A mixture of 1-(2'-cyanobiphenyl-4-yl)methyl-3-propyl-6-propylthiopyrimidine-2,4(1H,3H)-dione (0.77 g), sodium azide (1.8 g) and ammonium chloride (1.48 g) in dimethylformamide (10 ml) was heated at 115° C. for 84 hours. The reaction mixture was diluted with methylene chloride and then the precipitate was filtered. The filtrate was concentrated to dryness in vacuo. The resulting residue was extracted with methylene chloride water. The organic layer was washed with water, dried, and evaporated to... The reactants are N1(N=NN=C1)C1=CC2=C(C(CO2)C(=O)OC)C=C1 (methyl 6-(1H-tetrazol-1-yl)-2,3-dihydro-1-benzofuran-3-carboxylate), O[Li].O (LiOH.H2O). Run in CO.C1CCOC1.O (MeOH THF H2O). Reaction conditions: time 8 hour. Product: N1(N=NN=C1)C1=CC2=C(C(CO2)C(=O)O)C=C1 (6-(1H-tetrazol-1-yl)-2,3-dihydro-1-benzofuran-3-carboxylic acid). As a reaction SMILES: [N:1]1([C:6]2[CH:18]=[CH:17][C:9]3[CH:10]([C:13]([O:15]C)=[O:14])[CH2:11][O:12][C:8]=3[CH:7]=2)[CH:5]=[N:4][N:3]=[N:2]1.O[Li].O>CO.C1COCC1.O>[N:1]1([C:6]2[CH:18]=[CH:17][C:9]3[CH:10]([C:13]([OH:15])=[O:14])[CH2:11][O:12][C:8]=3[CH:7]=2)[CH:5]=[N:4][N:3]=[N:2]1 |f:1.2,3.4.5|. Procedure details: To a solution of methyl 6-(1H-tetrazol-1-yl)-2,3-dihydro-1-benzofuran-3-carboxylate (3.3 g, 13.6 mmol) in 100 mL of MeOH/THF/H2O (2/2/1) was added LiOH.H2O (2.84 g, 67.5 mmol), and the mixture was stirred at ambient temperature overnight. The solvents were removed under vacuum, and the residue was added 50 mL of water and extracted with ether. The aqueous layer was then acidified with 4 N HCl to pH=3 in ice bath, and extracted with EtOAc. The combined organic phases were washed with brine, dried... The reactants are CN1C(=NC2=C1C=CC(=C2)[C@@H]2C/C=C/CCC[C@@H]([C@@H]([C@H](C(C([C@H](CC(O2)=O)O)(C)C)=O)C)O)C)C ((E)-(4S,7R,8S,9S,16S)-16-(1,2-Dimethyl-1H-benzoimidazol-5-yl)-4,8-dihydroxy-5,5,7,9-tetramethyl-oxacyclohexadec-13-ene-2,6-dione), buffer solution, Bu4N(HSO4), OCC(=O)[C@@H](O)[C@H](O)[C@H](O)CO (fructose), ketone, OOS(=O)[O-].[K+] (Oxone), C(=O)([O-])[O-].[K+].[K+] (K2CO3). Solvent: O (H2O), CC#N (CH3CN), C(CN(CC(=O)O)CC(=O)[O-])N(CC(=O)O)CC(=O)[O-].[Na+].[Na+] (Na2EDTA). Run at temperature 0 celsius. Yields the product CN1C(=NC2=C1C=CC(=C2)[C@@H]2C[C@@H]1O[C@H]1CCC[C@@H]([C@@H]([C@H](C(C([C@H](CC(O2)=O)O)(C)C)=O)C)O)C)C ((1S,3S,7S,10R,11S,12S,16S)-3-(1,2-Dimethyl-1H-benzoimidazol-5-yl)-7,11-dihydroxy-8,8,10,12-tetramethyl-4,17-dioxa-bicyclo[14.1.0]heptadecane-5,9-dione). RXN SMILES: [CH3:1][N:2]1[C:6]2[CH:7]=[CH:8][C:9]([C@H:11]3[O:26][C:25](=[O:27])[CH2:24][C@H:23]([OH:28])[C:22]([CH3:30])([CH3:29])[C:21](=[O:31])[C@H:20]([CH3:32])[C@@H:19]([OH:33])[C@@H:18]([CH3:34])[CH2:17][CH2:16][CH2:15][CH:14]=[CH:13][CH2:12]3)=[CH:10][C:5]=2[N:4]=[C:3]1[CH3:35].[OH:36]CC([C@H]([C@@H]([C@@H](CO)O)O)O)=O.OOS([O-])=O.[K+].C([O-])([O-])=O.[K+].[K+]>CC#N.C(N(CC([O-])=O)CC(O)=O)CN(CC([O-])=O)CC(O)=O.[Na+].[Na+].O>[CH3:1][N:2]1[C:6]2[CH:7]=[CH:8][C:9]([C@H:11]3[O:26][C:25](=[O:27])[CH2:24][C@H:23]([OH:28])[C:22]([CH3:29])([CH3:30])[C:21](=[O:31])[C@H:20]([CH3:32])[C@@H:19]([OH:33])[C@@H:18]([CH3:34])[CH2:17][CH2:16][CH2:15][C@H:14]4[C@@H:13]([O:36]4)[CH2:12]3)=[CH:10][C:5]=2[N:4]=[C:3]1[CH3:35] |f:2.3,4.5.6,8.9.10|. Procedure details: To a solution of 48 (24 mg, 0.0495 mmol) in 0.75 mL CH3CN/DMM—1/1 at rt were added successively 0.46 mL of a buffer solution (Na2B4O7.10 H2O [0.05M] in Na2EDTA [4.10−4M]), Bu4N(HSO4) (0.67 mg, 0.0019 mmol) and fructose-derived ketone (10.2 mg, 0.0396 mmol). The reaction mixture is cooled to 0° C. and were added separately, in a same time over 1 h30, Oxone® (42.6 mg, 0.089 mmol) in 0.6 mL Na2EDTA and K2CO3 (39.7 mg, 0.287 mmol) in 0.6 mL H2O. The solution is stirred 1 h30 at 0° C. and then is que... The reactants are CSC(=NS(=O)(=O)C)SC (N-Methanesulphonylcarbonimidodithioic acid dimethyl ester), NCCCOC=1C=C(C=CC1)CN(C)C (3-[3-aminopropoxy]-N,N-dimethylbenzenemethanamine), CN (Methylamine). The solvent is C(C)O (ethanol). The product is CS(=O)(=O)NC(=NCCCOC1=CC(=CC=C1)CN(C)C)NC (N-Methanesulphonyl-N'-methyl-N"-[3-[3-(N,N-dimethylaminomethyl)phenoxy]propyl]guanidine). RXN SMILES: CS[C:3](SC)=[N:4][S:5]([CH3:8])(=[O:7])=[O:6].[NH2:11][CH2:12][CH2:13][CH2:14][O:15][C:16]1[CH:17]=[C:18]([CH2:22][N:23]([CH3:25])[CH3:24])[CH:19]=[CH:20][CH:21]=1.[CH3:26][NH2:27]>C(O)C>[CH3:8][S:5]([NH:4][C:3]([NH:27][CH3:26])=[N:11][CH2:12][CH2:13][CH2:14][O:15][C:16]1[CH:21]=[CH:20][CH:19]=[C:18]([CH2:22][N:23]([CH3:24])[CH3:25])[CH:17]=1)(=[O:7])=[O:6]. Procedure details: N-Methanesulphonylcarbonimidodithioic acid dimethyl ester (3 g) and 3-[3-aminopropoxy]-N,N-dimethylbenzenemethanamine (2.5 g) were heated at reflux in ethanol for 4 hours. Methylamine was then added and the reflux continued for 11/2 hours. The solvent was removed and the residue was purified by column chromatography on silica with methanol to yield the title compound as a yellow gum (1.9 g). TLC methanol:0.88 ammonia (80:1) Rf 0.65. NMR (CDCl3) 2.85 m (1H); 2.9-3.3 m (3H); 3.0-4.3 brs (2H); 5.90... The reactants are ClCCl, O=C(O)c1ccc(S(=O)(=O)Cl)cc1, c1ccncc1. Yields the product O=C(O)c1ccccc1. As a reaction SMILES: [CH2:20]([Cl:21])[Cl:22].[Cl:1][S:2](=[O:3])(=[O:4])[c:5]1[cH:6][cH:7][c:8]([C:9](=[O:10])[OH:11])[cH:12][cH:13]1.[cH:14]1[cH:15][cH:16][n:17][cH:18][cH:19]1>>[cH:5]1[cH:6][cH:7][c:8]([C:9](=[O:10])[OH:11])[cH:12][cH:13]1.